Dataset: the Open Reaction Database (ORD), a public repository of structured organic reaction records. Task: describe an organic reaction: reactants, conditions, products, and yield Starting materials: CC=1C=C(C=CC1)CCCC1=CC=C(N)C=C1 (4-[3-(3-methylphenyl)-propyl]aniline). Reagents/catalysts: [Ru](=O)=O (ruthenium dioxide). The solvent is O1CCOCC1 (dioxane). Run at temperature 140 celsius. Product: C[C@@H]1C[C@H](CCC1)CCC[C@H]1CC[C@H](CC1)N (Cis,trans-4-[3(3-methylcyclohexyl)-propyl]cyclohexylamine). As a reaction SMILES: [CH3:1][C:2]1[CH:3]=[C:4]([CH2:8][CH2:9][CH2:10][C:11]2[CH:17]=[CH:16][C:14]([NH2:15])=[CH:13][CH:12]=2)[CH:5]=[CH:6][CH:7]=1>O1CCOCC1.[Ru](=O)=O>[CH3:1][C@H:2]1[CH2:7][CH2:6][CH2:5][C@H:4]([CH2:8][CH2:9][CH2:10][C@@H:11]2[CH2:12][CH2:13][C@H:14]([NH2:15])[CH2:16][CH2:17]2)[CH2:3]1. Procedure details: 0.5 g of ruthenium dioxide is added to a solution of 63 g (0.28 mole) of 4-[3-(3-methylphenyl)-propyl]aniline in 100 ml of dioxane, and hydrogenation is carried out in a 300 ml stirred autoclave at 140° C. and under an H2 pressure of 300 bar until the pressure remains constant (about 3 hours). The discharged mixture is filtered under suction over kieselguhr, the filtrate is evaporated down under reduced pressure and the residue is subjected to fractional distilation to give 47 g (71% of theory) ... Starting materials: C(C(C)(C)C)(=O)OC1C(C(C1)=O)(Cl)Cl (2,2-dichloro-3-oxocyclobutyl pivalate). The reagents and catalysts are [Zn] (zinc). Solvent: CC(=O)O (HOAc), CC(=O)O (HOAc). Conditions: time 1 hour. Product: C(C(C)(C)C)(=O)OC1CC(C1)=O (3-Oxocyclobutyl pivalate). RXN SMILES: [C:1]([O:7][CH:8]1[CH2:11][C:10](=[O:12])[C:9]1(Cl)Cl)(=[O:6])[C:2]([CH3:5])([CH3:4])[CH3:3]>CC(O)=O.[Zn]>[C:1]([O:7][CH:8]1[CH2:11][C:10](=[O:12])[CH2:9]1)(=[O:6])[C:2]([CH3:5])([CH3:4])[CH3:3]. Reported procedure: To a stirred suspension of zinc dust (103 g, 1568 mmol) in HOAc (200 ml) was added a solution of 2,2-dichloro-3-oxocyclobutyl pivalate (75 g, 314 mmol) in HOAc (400 ml) dropwise in an ice bath. The reaction mixture was stirred for 1 h, filtered the solid through celite and washed with DCM. The DCM layer was washed with H2O, NaHCO3, brine, dried over MgSO4, filtered and concentrated. The crude material was purified by ISCO (10% EtOAc/Hexanes) to give the title compound as a light yellow oil. Reactants: ClC1=CC=C(C=2N3C(=NC21)N(CCC3)C3=C(C=C(C=C3)Cl)Cl)C(CC(=O)N(C)OC)CC (3-[9-chloro-1-(2,4-dichlorophenyl)-1,2,3,4-tetrahydropyrimido[1,2-a]benzimidazol-6-yl]-N-methoxy-N-methylpentanamide), C[Mg]Br (methylmagnesium bromide), [Cl-].[NH4+] (ammonium chloride), C[Mg]Br (Methylmagnesium bromide). Run in O1CCCC1 (tetrahydrofuran). Conditions: temperature 0 celsius, time 1 hour. The product is ClC1=CC=C(C=2N3C(=NC21)N(CCC3)C3=C(C=C(C=C3)Cl)Cl)C(CC(C)=O)CC (4-[9-Chloro-1-(2,4-dichlorophenyl)-1,2,3,4-tetrahydropyrimido[1,2-a]benzimidazol-6-yl]hexan-2-one). Isolated yield 71.0%. As a reaction SMILES: [Cl:1][C:2]1[C:10]2[N:9]=[C:8]3[N:11]([C:15]4[CH:20]=[CH:19][C:18]([Cl:21])=[CH:17][C:16]=4[Cl:22])[CH2:12][CH2:13][CH2:14][N:7]3[C:6]=2[C:5]([CH:23]([CH2:31][CH3:32])[CH2:24][C:25](N(OC)C)=[O:26])=[CH:4][CH:3]=1.[CH3:33][Mg]Br.[Cl-].[NH4+]>O1CCCC1>[Cl:1][C:2]1[C:10]2[N:9]=[C:8]3[N:11]([C:15]4[CH:20]=[CH:19][C:18]([Cl:21])=[CH:17][C:16]=4[Cl:22])[CH2:12][CH2:13][CH2:14][N:7]3[C:6]=2[C:5]([CH:23]([CH2:31][CH3:32])[CH2:24][C:25](=[O:26])[CH3:33])=[CH:4][CH:3]=1 |f:2.3|. Procedure details: To a solution of 3-[9-chloro-1-(2,4-dichlorophenyl)-1,2,3,4-tetrahydropyrimido[1,2-a]benzimidazol-6-yl]-N-methoxy-N-methylpentanamide (148.6 mg, 0.30 mmol) in tetrahydrofuran (10 mL) was added methylmagnesium bromide (3.0 M in diethyl ether, 0.3 mL, 0.9 mmol) at 0° C. The reaction mixture was stirred at 0° C. for 2 hr and at room temperature for 1 hr. Methylmagnesium bromide (3.0 M in diethyl ether, 0.3 mL, 0.9 mmol) was added to the reaction mixture at room temperature. After the mixture was st... Starting materials: NC(=O)OC(C)(C)C (NH2Boc), CC(C)C1=CC(=C(C(=C1)C(C)C)C2=C(C=CC=C2)P(C3CCCCC3)C4CCCCC4)C(C)C (X-phos), [O-]P(=O)([O-])[O-].[K+].[K+].[K+] (K3PO4), C(C1=CC=CC=C1)OC=1C(=NC=C(C(=O)OCC)C1)Cl (ethyl 5-(benzyloxy)-6-chloronicotinate). Reagents/catalysts: C=1C=CC(=CC1)/C=C/C(=O)/C=C/C2=CC=CC=C2.C=1C=CC(=CC1)/C=C/C(=O)/C=C/C2=CC=CC=C2.C=1C=CC(=CC1)/C=C/C(=O)/C=C/C2=CC=CC=C2.[Pd].[Pd] (Pd2(dba)3). The solvent is C1CCOC1 (THF). Run at temperature 80 celsius, time 12 hour. Yields the product C(C1=CC=CC=C1)OC=1C(=NC=C(C(=O)OCC)C1)NC(=O)OC(C)(C)C (Ethyl 5-(benzyloxy)-6-((tert-butoxycarbonyl)amino)nicotinate). As a reaction SMILES: [CH2:1]([O:8][C:9]1[C:10](Cl)=[N:11][CH:12]=[C:13]([CH:19]=1)[C:14]([O:16][CH2:17][CH3:18])=[O:15])[C:2]1[CH:7]=[CH:6][CH:5]=[CH:4][CH:3]=1.[NH2:21][C:22]([O:24][C:25]([CH3:28])([CH3:27])[CH3:26])=[O:23].CC(C1C=C(C(C)C)C(C2C=CC=CC=2P(C2CCCCC2)C2CCCCC2)=C(C(C)C)C=1)C.[O-]P([O-])([O-])=O.[K+].[K+].[K+]>C1COCC1.C1C=CC(/C=C/C(/C=C/C2C=CC=CC=2)=O)=CC=1.C1C=CC(/C=C/C(/C=C/C2C=CC=CC=2)=O)=CC=1.C1C=CC(/C=C/C(/C=C/C2C=CC=CC=2)=O)=CC=1.[Pd].[Pd]>[CH2:1]([O:8][C:9]1[C:10]([NH:21][C:22]([O:24][C:25]([CH3:28])([CH3:27])[CH3:26])=[O:23])=[N:11][CH:12]=[C:13]([CH:19]=1)[C:14]([O:16][CH2:17][CH3:18])=[O:15])[C:2]1[CH:7]=[CH:6][CH:5]=[CH:4][CH:3]=1 |f:3.4.5.6,8.9.10.11.12|. Procedure: To a stirred mixture of ethyl 5-(benzyloxy)-6-chloronicotinate (2.1 g, 0.00719 mol) in THF (21 mL) in a 250 mL sealed tube, were added Pd2(dba)3 (395 mg, 0.00043 mol, Aldrich), NH2Boc (1.68 g, 0.0143 mol, Aldrich), X-phos (500 mg, 0.0010 mol, Aldrich) and K3PO4 (4.5 g, 0.0010 mol). The vessel was purged with argon gas for 10 min. The reaction mixture was then stirred for 12 h at 80° C. After completion of the reaction (monitored by TLC, 30% EtOAc in hexane), the reaction mixture was quenched wit... Conditions: time 45 minute. Reported procedure: Propiolaldehyde diethyl acetal (5 g, 39 mmol) in anhydrous THF (65 mL) was cooled to −5° C. and treated with ethylmagnesium bromide (39 mmol in 14 mL of anhydrous THF) dropwise over 10 min. After 45 min., the solution of Grignard reagent was added to compound 52.1 in anhydrous THF (50 mL). After stirring 1 h, the reaction was quenched with saturated NH4Cl(aq) (20 mL) and diluted with hexanes (100 mL). After mixing vigorously, the layers were separated and the organic layer discarded. The aqueous... The product is C(C)OC(C#CC(C1=CC=C(C=C1)OC1OCCCC1)C1C(OC(OC1=O)(C)C)=O)OCC (5-(4,4-Diethoxy-1-(4-(tetrahydro-2H-pyran-2-yloxy)phenyl)but-2-ynyl)-2,2-dimethyl-1,3-dioxane-4,6-dione). Reaction SMILES: [CH2:1]([O:3][CH:4]([O:7][CH2:8][CH3:9])[C:5]#[CH:6])[CH3:2].C([Mg]Br)C.[CH3:14][C:15]1([CH3:37])[O:20][C:19](=[O:21])[C:18](=[CH:22][C:23]2[CH:28]=[CH:27][C:26]([O:29][CH:30]3[CH2:35][CH2:34][CH2:33][CH2:32][O:31]3)=[CH:25][CH:24]=2)[C:17](=[O:36])[O:16]1>C1COCC1>[CH2:1]([O:3][CH:4]([O:7][CH2:8][CH3:9])[C:5]#[C:6][CH:22]([CH:18]1[C:17](=[O:36])[O:16][C:15]([CH3:14])([CH3:37])[O:20][C:19]1=[O:21])[C:23]1[CH:24]=[CH:25][C:26]([O:29][CH:30]2[CH2:35][CH2:34][CH2:33][CH2:32][O:31]2)=[CH:27][CH:28]=1)[CH3:2]. Starting materials: C(C)OC(C#C)OCC (Propiolaldehyde diethyl acetal), Grignard reagent, CC1(OC(C(C(O1)=O)=CC1=CC=C(C=C1)OC1OCCCC1)=O)C (2,2-Dimethyl-5-[4-(tetrahydro-pyran-2-yloxy)-benzylidene]-[1,3]dioxane-4,6-dione), C(C)[Mg]Br (ethylmagnesium bromide). The solvent is C1CCOC1 (THF), C1CCOC1 (THF). Solvent: CN(C)C=O (DMF). Run at temperature 65 celsius, time 12 hour. As a reaction SMILES: [C:1]([C:3]1[CH:18]=[CH:17][C:6]([CH:7]=[C:8]([C:14](=O)[CH3:15])[C:9]([O:11][CH2:12][CH3:13])=[O:10])=[CH:5][CH:4]=1)#[N:2].[CH3:19][O:20][C:21]1[NH:25][N:24]=[C:23]([NH2:26])[N:22]=1.C(=O)(O)[O-].[Na+]>CN(C=O)C>[C:1]([C:3]1[CH:18]=[CH:17][C:6]([CH:7]2[N:24]3[N:25]=[C:21]([O:20][CH3:19])[N:22]=[C:23]3[NH:26][C:14]([CH3:15])=[C:8]2[C:9]([O:11][CH2:12][CH3:13])=[O:10])=[CH:5][CH:4]=1)#[N:2] |f:2.3|. Reactants: C(#N)C1=CC=C(C=C(C(=O)OCC)C(C)=O)C=C1 (ethyl 2-(4-cyanobenzylidene)-3-oxobutanoate), COC1=NC(=NN1)N (5-methoxy-1H-1,2,4-triazole-3-amine), C([O-])(O)=O.[Na+] (sodium bicarbonate). Procedure: Under an atmosphere of argon, ethyl 2-(4-cyanobenzylidene)-3-oxobutanoate (297 mg, 1.2 mmol) and 5-methoxy-1H-1,2,4-triazole-3-amine (153 mg, 1.3 mmol, 1.1 eq.) were dissolved in DMF (2.5 ml), and solid sodium bicarbonate (513 mg, 6.1 mmol, 5 eq.) was added. The mixture was stirred at 65° C. for 12 h. The mixture was then filtered, and the DMF from the filtrate was distilled off under reduced pressure. The residue was purified by preparative HPLC (Gromsil C18 column, 30×250 mm; mobile phase: ace... Yields the product C(#N)C1=CC=C(C=C1)C1C(=C(NC=2N1N=C(N2)OC)C)C(=O)OCC ((rac)-Ethyl 7-(4-cyanophenyl)-2-methoxy-5-methyl-4,7-dihydro[1,2,4]triazolo[1,5-a]pyrimidine-6-carboxylate). Starting materials: C(C)OC(C1=CC=C(C=C1)NC(C(C1CCCCC1)N1C(=NC2=C1C=C(C(=C2)F)F)C2=CC=C(C=C2)Cl)=O)=O (4-{2-[2-(4-chloro-phenyl)-5,6-difluoro-benzoimidazol-1-yl]-2-cyclohexyl-acetylamino}-benzoic acid ethyl ester), ClC1=CC=C(C=C1)C1=NC2=C(N1C(C(=O)O)C1CCCCC1)C=C(C(=C2)F)F ([2-(4-chloro-phenyl)-5,6-difluoro-benzoimidazol-1-yl]-cyclohexyl-acetic acid), COC(C1=CC(=C(C(=C1)F)N)F)=O (4-amino-3,5-difluoro-benzoic acid methyl ester). Solvent: N1=CC=CC=C1 (pyridine). Product: COC(C1=CC(=C(C(=C1)F)NC(C(C1CCCCC1)N1C(=NC2=C1C=C(C(=C2)F)F)C2=CC=C(C=C2)Cl)=O)F)=O (4-{2-[2-(4-Chloro-phenyl)-5,6-difluoro-benzoimidazol-1-yl]-2-cyclohexyl-acetylamino}-3,5-difluoro-benzoic acid methyl ester). RXN SMILES: C(OC(=O)C1C=CC(N[C:12](=[O:38])[CH:13]([N:20]2[C:24]3[CH:25]=[C:26]([F:30])[C:27]([F:29])=[CH:28][C:23]=3[N:22]=[C:21]2[C:31]2[CH:36]=[CH:35][C:34]([Cl:37])=[CH:33][CH:32]=2)[CH:14]2[CH2:19][CH2:18][CH2:17][CH2:16][CH2:15]2)=CC=1)C.ClC1C=CC(C2N(C(C3CCCCC3)C(O)=O)C3C=C(F)C(F)=CC=3N=2)=CC=1.[CH3:68][O:69][C:70](=[O:80])[C:71]1[CH:76]=[C:75]([F:77])[C:74]([NH2:78])=[C:73]([F:79])[CH:72]=1>N1C=CC=CC=1>[CH3:68][O:69][C:70](=[O:80])[C:71]1[CH:72]=[C:73]([F:79])[C:74]([NH:78][C:12](=[O:38])[CH:13]([N:20]2[C:24]3[CH:25]=[C:26]([F:30])[C:27]([F:29])=[CH:28][C:23]=3[N:22]=[C:21]2[C:31]2[CH:32]=[CH:33][C:34]([Cl:37])=[CH:35][CH:36]=2)[CH:14]2[CH2:15][CH2:16][CH2:17][CH2:18][CH2:19]2)=[C:75]([F:77])[CH:76]=1. Reported procedure: This compound was prepared in analogy to example 20, intermediate d, from [2-(4-chloro-phenyl)-5,6-difluoro-benzoimidazol-1-yl]-cyclohexyl-acetic acid, 4-amino-3,5-difluoro-benzoic acid methyl ester and using pyridine as a base.